Dataset: the Open Reaction Database (ORD), a public repository of structured organic reaction records. Task: describe an organic reaction: reactants, conditions, products, and yield Isolated yield 78.1%. As a reaction SMILES: [CH3:1]C(C)([O-])C.[K+].[Cl:7][C:8]1[CH:26]=[CH:25][C:11]([C:12]([C:14]2[O:15][C:16]3[CH:23]=[CH:22][CH:21]=[C:20](O)[C:17]=3[C:18]=2[CH3:19])=O)=[CH:10][CH:9]=1.C(O)(=O)CC(CC(O)=O)(C(O)=O)O>O1CCCC1.[Br-].C[P+](C1C=CC=CC=1)(C1C=CC=CC=1)C1C=CC=CC=1>[Cl:7][C:8]1[CH:26]=[CH:25][C:11]([C:12]([C:14]2[O:15][C:16]3[CH:23]=[CH:22][CH:21]=[CH:20][C:17]=3[C:18]=2[CH3:19])=[CH2:1])=[CH:10][CH:9]=1 |f:0.1,5.6|. Reagents/catalysts: [Br-].C[P+](C1=CC=CC=C1)(C1=CC=CC=C1)C1=CC=CC=C1 (methyl-triphenylphosphonium bromide). Reactants: ClC1=CC=C(C(=O)C=2OC3=C(C2C)C(=CC=C3)O)C=C1 (2-(4-chlorobenzoyl)-3-methyl-4-hydroxy-benzofuran), CC(C)([O-])C.[K+] (potassium t-butoxide), C(CC(O)(C(=O)O)CC(=O)O)(=O)O (citric acid). Solvent: O1CCCC1 (tetrahydrofuran), O1CCCC1 (tetrahydrofuran). Reported procedure: To a suspension of potassium t-butoxide (448 mg; 4 mmoles) in tetrahydrofuran (25 mL) was added methyl-triphenylphosphonium bromide (1.07 gm; 3 mmoles). The mixture was stirred for a period of 2 hours. 2-(4-chlorobenzoyl)-3-methyl-4-hydroxy-benzofuran (286 mg; 1 mmole) in tetrahydrofuran (5 ml) was added rapidly and the mixture was stirred for an additional 30 minutes at room temperature. The mixture was poured into 10% citric acid solution (100 ml) and was extracted with ethylacetate. The organ... Conditions: time 2 hour. Yields the product ClC1=CC=C(C=C1)C(=C)C=1OC2=C(C1C)C=CC=C2 (2-(1-(4-chlorophenyl)vinyl)-3-methylbenzofuran). Starting materials: CC(C)CC(=O)Cl, OCCC#Cc1ccc(-c2cccs2)s1, c1ccncc1. Yields the product CC(C)CC(=O)OCCC#Cc1ccc(-c2cccs2)s1. As a reaction SMILES: [C:16]([CH2:17][CH:18]([CH3:19])[CH3:20])(=[O:21])[Cl:22].[OH:1][CH2:2][CH2:3][C:4]#[C:5][c:6]1[cH:7][cH:8][c:9](-[c:11]2[s:12][cH:13][cH:14][cH:15]2)[s:10]1.[cH:23]1[cH:24][cH:25][n:26][cH:27][cH:28]1>>[O:1]([CH2:2][CH2:3][C:4]#[C:5][c:6]1[cH:7][cH:8][c:9](-[c:11]2[s:12][cH:13][cH:14][cH:15]2)[s:10]1)[C:16]([CH2:17][CH:18]([CH3:19])[CH3:20])=[O:21]. Starting materials: CCOC(=O)C1(N)CC1, CCN(C(C)C)C(C)C, CC(C)(C)OC(=O)N(CCCl)CCCl. Reaction SMILES: [CH2:1]([CH3:2])[O:3][C:4](=[O:5])[C:6]1([NH2:9])[CH2:7][CH2:8]1.[CH:24]([N:25]([CH:26]([CH3:27])[CH3:28])[CH2:29][CH3:30])([CH3:31])[CH3:32].[Cl:10][CH2:11][CH2:12][N:13]([C:14]([O:15][C:16]([CH3:17])([CH3:18])[CH3:19])=[O:20])[CH2:21][CH2:22][Cl:23]>>[CH2:1]([CH3:2])[O:3][C:4](=[O:5])[C:6]1([N:9]2[CH2:11][CH2:12][N:13]([C:14]([O:15][C:16]([CH3:17])([CH3:18])[CH3:19])=[O:20])[CH2:21][CH2:22]2)[CH2:7][CH2:8]1. The product is CCOC(=O)C1(N2CCN(C(=O)OC(C)(C)C)CC2)CC1.